Dataset: the Open Reaction Database (ORD), a public repository of structured organic reaction records. Task: describe an organic reaction: reactants, conditions, products, and yield The reactants are C1=CC=CC=2C3=CC=CC=C3C(C12)=CC#N (fluoren-9-ylidene-acetonitrile). Reagents/catalysts: [OH-].[Pd+2].[OH-] (palladium hydroxide). Solvent: CO (methanol), C(C)(=O)OCC (ethyl acetate). Run at time 6 hour. The product is C1=CC=CC=2C3=CC=CC=C3C(C12)CC#N ((9H-fluoren-9-yl)-acetonitrile). Reaction SMILES: [CH:1]1[C:13]2[C:12](=[CH:14][C:15]#[N:16])[C:11]3[C:6](=[CH:7][CH:8]=[CH:9][CH:10]=3)[C:5]=2[CH:4]=[CH:3][CH:2]=1>CO.C(OCC)(=O)C.[OH-].[Pd+2].[OH-]>[CH:1]1[C:13]2[CH:12]([CH2:14][C:15]#[N:16])[C:11]3[C:6](=[CH:7][CH:8]=[CH:9][CH:10]=3)[C:5]=2[CH:4]=[CH:3][CH:2]=1 |f:3.4.5|. Procedure: 610 mg (3 mmol, 1 eq) of fluoren-9-ylidene-acetonitrile in solution in 40 mL of methanol and 10 mL of ethyl acetate, then 225 mg of palladium hydroxide over coal were introduced into a 250 mL flask under a nitrogen atmosphere. The reaction medium was purged then placed under a hydrogen atmosphere (skin flask) and stirred for 6 hours while stirring. The catalyst was removed by filtration over Clarcel. The solvent was evaporated and the expected product was obtained. Starting materials: C(C)(C)(C)N1S(C(=CC1=O)C1=CC(=CC=C1)N1C(=NC(=C1)C1=C(C=C(C=C1)Cl)Cl)CC1=CC=C(C=C1)C1=CC=C(C=C1)OCC1CCCCC1)(=O)=O (2-tert-Butyl-5-{3-[2-(4′-cyclohexylmethoxy-biphenyl-4-ylmethyl)-4-(2,4-dichloro-phenyl)-imidazol-1-yl]-phenyl}-isothiazol-3-one-1,1-dioxide), C(=O)(C(F)(F)F)O (TFA). Product: C1(CCCCC1)COC1=CC=C(C=C1)C1=CC=C(C=C1)CC=1N(C=C(N1)C1=C(C=C(C=C1)Cl)Cl)C=1C=C(C=CC1)C1=CC(NS1(=O)=O)=O (5-{3-[2-(4′-cyclohexylmethoxy-biphenyl-4-ylmethyl)-4-(2,4-dichloro-phenyl)-imidazol-1-yl]-phenyl}-isothiazol-3-one-1,1-dioxide). RXN SMILES: C([N:5]1[C:9](=[O:10])[CH:8]=[C:7]([C:11]2[CH:16]=[CH:15][CH:14]=[C:13]([N:17]3[CH:21]=[C:20]([C:22]4[CH:27]=[CH:26][C:25]([Cl:28])=[CH:24][C:23]=4[Cl:29])[N:19]=[C:18]3[CH2:30][C:31]3[CH:36]=[CH:35][C:34]([C:37]4[CH:42]=[CH:41][C:40]([O:43][CH2:44][CH:45]5[CH2:50][CH2:49][CH2:48][CH2:47][CH2:46]5)=[CH:39][CH:38]=4)=[CH:33][CH:32]=3)[CH:12]=2)[S:6]1(=[O:52])=[O:51])(C)(C)C.C(O)(C(F)(F)F)=O>>[CH:45]1([CH2:44][O:43][C:40]2[CH:39]=[CH:38][C:37]([C:34]3[CH:33]=[CH:32][C:31]([CH2:30][C:18]4[N:17]([C:13]5[CH:12]=[C:11]([C:7]6[S:6](=[O:51])(=[O:52])[NH:5][C:9](=[O:10])[CH:8]=6)[CH:16]=[CH:15][CH:14]=5)[CH:21]=[C:20]([C:22]5[CH:27]=[CH:26][C:25]([Cl:28])=[CH:24][C:23]=5[Cl:29])[N:19]=4)=[CH:36][CH:35]=3)=[CH:42][CH:41]=2)[CH2:50][CH2:49][CH2:48][CH2:47][CH2:46]1. Procedure: 2-tert-Butyl-5-{3-[2-(4′-cyclohexylmethoxy-biphenyl-4-ylmethyl)-4-(2,4-dichloro-phenyl)-imidazol-1-yl]-phenyl}-isothiazol-3-one-1,1-dioxide (4 mg, 0.005 mmol) was treated with TFA following general procedure to give 5-{3-[2-(4′-cyclohexylmethoxy-biphenyl-4-ylmethyl)-4-(2,4-dichloro-phenyl)-imidazol-1-yl]-phenyl}-isothiazol-3-one-1,1-dioxide. The reactants are FC1=C(C(=C(C(=C1OC(=O)C=1N(C=C(C1)[N+](=O)[O-])CC1CC1)F)F)F)F (1-Cyclopropylmethyl-4-nitro-1H-pyrrole-2-carboxylic acid pentafluorophenyl ester), S(O)(O)(=O)=O.NCC#N (aminoacetonitrile bisulfate), C(C)(C)N(C(C)C)CC (N,N-diisopropylethyl-amine). The solvent is CN(C)C=O (DMF). Conditions: temperature 55 celsius, time 16 hour. The product is C(#N)CNC(=O)C=1N(C=C(C1)[N+](=O)[O-])CC1CC1 (1-Cyclopropylmethyl-4-nitro-1H-pyrrole-2-carboxylic acid cyanomethylamide). RXN SMILES: FC1C(O[C:9]([C:11]2[N:12]([CH2:19][CH:20]3[CH2:22][CH2:21]3)[CH:13]=[C:14]([N+:16]([O-:18])=[O:17])[CH:15]=2)=[O:10])=C(F)C(F)=C(F)C=1F.S(=O)(=O)(O)O.[NH2:32][CH2:33][C:34]#[N:35].C(N(CC)C(C)C)(C)C>CN(C=O)C>[C:33]([CH2:34][NH:35][C:9]([C:11]1[N:12]([CH2:19][CH:20]2[CH2:21][CH2:22]2)[CH:13]=[C:14]([N+:16]([O-:18])=[O:17])[CH:15]=1)=[O:10])#[N:32] |f:1.2|. Reported procedure: A mixture of compound 278 (3.6 g, 9.57 mmol), aminoacetonitrile bisulfate (2.94 g, 19.12 mmol) and N,N-diisopropylethyl-amine (3.5 ml) in DMF (60 ml) was stirred under Ar at 55° C. for 16 h. After evaporation of solvent, the residue was separated by chromatography on silica gel eluted by CHCl3-ethyl acetate (10:1) to give g of compound 279. MS (ESI) 247.12 (M−H+). H1-NMR (DMSO-d6) 9.16 (t, 1H), 8.26 ((d, 1H), 7.49 (d, 1H), 4.28 (d, 2H), 4.23 (d, 2H), 1.30–1.28 (m, 1H), 0.50–0.46 (m, 2H), 0.41−0.... The reactants are [N+](=O)([O-])C=1C(=NC=CC1)NC1CN(C1)C1=NC2=CC=CC=C2C=C1 (3-nitro-N-(1-(quinolin-2-yl)azetidin-3-yl)pyridin-2-amine), C(C)(=O)O (acetic acid). Reagents/catalysts: [Fe] (iron). The solvent is C(C)O (ethanol), O (water). Conditions: temperature 95 celsius. The product is N1=C(C=CC2=CC=CC=C12)N1CC(C1)NC1=NC=CC=C1N (N2-(1-(quinolin-2-yl)azetidin-3-yl)pyridine-2,3-diamine). The yield is 81.2%. Reaction SMILES: [N+:1]([C:4]1[C:5]([NH:10][CH:11]2[CH2:14][N:13]([C:15]3[CH:24]=[CH:23][C:22]4[C:17](=[CH:18][CH:19]=[CH:20][CH:21]=4)[N:16]=3)[CH2:12]2)=[N:6][CH:7]=[CH:8][CH:9]=1)([O-])=O.C(O)(=O)C>C(O)C.O.[Fe]>[N:16]1[C:17]2[C:22](=[CH:21][CH:20]=[CH:19][CH:18]=2)[CH:23]=[CH:24][C:15]=1[N:13]1[CH2:14][CH:11]([NH:10][C:5]2[C:4]([NH2:1])=[CH:9][CH:8]=[CH:7][N:6]=2)[CH2:12]1. Reported procedure: To a solution of 3-nitro-N-(1-(quinolin-2-yl)azetidin-3-yl)pyridin-2-amine (1.05 g, 3.20 mmol) in ethanol (30 mL) and water (10 mL) was added iron (448 mg, 8.0 mmol) and acetic acid (240 mg, 4.0 mmol) slowly dropwise. The mixture was heated at 95° C. until TLC analysis confirmed the absence of starting materials. The reaction mixture was filtered through a plug of CELITE™ washing with methanol. The black filtrate was concentrated in vacuo, treated with brine (40 mL) and extracted with dichlorome... Starting materials: [Cl-].[NH4+] (ammonium chloride), [N-]=[N+]=[N-].[Na+] (sodium azide), C(#N)CC1CCCN(C2=C1C=CC=C2)C(C2=C(C=C(C=C2)C2=CC=CC=C2)Cl)=O (5-Cyanomethyl-1-(4-phenyl-2-chlorobenzoyl)-2,3,4,5-tetrahydro-1H-benzazepine), [Cl-].[NH4+] (ammonium chloride), [N-]=[N+]=[N-].[Na+] (sodium azide). The solvent is CN(C=O)C (dimethylformamide). Reaction conditions: temperature 115 celsius. Product: N1N=NN=C1CC1CCCN(C2=C1C=CC=C2)C(C2=C(C=C(C=C2)C2=CC=CC=C2)Cl)=O (5-(5-tetrazolyl)methyl-1-(4-phenyl-2-chlorobenzoyl)-2,3,4,5-tetrahydro-1H-benzazepine). Isolated yield 81.3%. As a reaction SMILES: [C:1]([CH2:3][CH:4]1[C:10]2[CH:11]=[CH:12][CH:13]=[CH:14][C:9]=2[N:8]([C:15](=[O:29])[C:16]2[CH:21]=[CH:20][C:19]([C:22]3[CH:27]=[CH:26][CH:25]=[CH:24][CH:23]=3)=[CH:18][C:17]=2[Cl:28])[CH2:7][CH2:6][CH2:5]1)#[N:2].[Cl-].[NH4+].[N-:32]=[N+:33]=[N-:34].[Na+]>CN(C)C=O>[NH:32]1[C:1]([CH2:3][CH:4]2[C:10]3[CH:11]=[CH:12][CH:13]=[CH:14][C:9]=3[N:8]([C:15](=[O:29])[C:16]3[CH:21]=[CH:20][C:19]([C:22]4[CH:27]=[CH:26][CH:25]=[CH:24][CH:23]=4)=[CH:18][C:17]=3[Cl:28])[CH2:7][CH2:6][CH2:5]2)=[N:2][N:34]=[N:33]1 |f:1.2,3.4|. Procedure details: 5-Cyanomethyl-1-(4-phenyl-2-chlorobenzoyl)-2,3,4,5-tetrahydro-1H-benzazepine (1 g), ammonium chloride (0.4 g) and sodium azide (0.48 g) are suspended in dimethylformamide (10 ml), and the mixture is heated at 110-120° C. for 16 hours. To the mixture are added ammonium chloride (0.4 g) and sodium azide (0.48 g), and the mixture is heated for 16 hours. The mixture is evaporated to remove dimethylformamide, and the resultant is acidified with a 1N hydrochloric acid. The mixture is extracted with ch... The reactants are F[B-](F)(F)F.[H+] (tetrafluoroboric acid), [N+](=[N-])=C1N=C2C(=N1)C(=CC(=C2CC)[N+](=O)[O-])C (2-diazo-4-ethyl-7-methyl-5-nitrobenzimidazole), N(=O)[O-].[Na+] (sodium nitrite). Product: diazonium salt, C(C)C1=C(C=C(C=2N=C(NC21)F)C)[N+](=O)[O-] (4-ethyl-2-fluoro-7-methyl-5-nitrobenzimidazole). RXN SMILES: [N+](=[C:3]1[N:7]=[C:6]2[C:8]([CH3:17])=[CH:9][C:10]([N+:14]([O-:16])=[O:15])=[C:11]([CH2:12][CH3:13])[C:5]2=[N:4]1)=[N-].N([O-])=O.[Na+].[F:22][B-](F)(F)F.[H+]>>[CH2:12]([C:11]1[C:5]2[NH:4][C:3]([F:22])=[N:7][C:6]=2[C:8]([CH3:17])=[CH:9][C:10]=1[N+:14]([O-:16])=[O:15])[CH3:13] |f:1.2,3.4|. Reported procedure: 2,4-Dinitro-3-ethyl-6-methylaniline (see Example 2) is treated with sodium sulfide to afford 1,2-diamino-3-ethyl-6-methyl-4-nitrobenzene. Treatment with cyanogen bromide affords to 2-amino-4-ethyl-7-methyl-5-nitrobenzimidazole. This is converted to 2-diazo-4-ethyl-7-methyl-5-nitrobenzimidazole tetrafuoroborate with sodium nitrite and tetrafluoroboric acid. Thermal decomposition of the diazonium salt gives 4-ethyl-2-fluoro-7-methyl-5-nitrobenzimidazole. Conversion to 4-ethyl-2-fluoro-5-(2-imidazo... Reported procedure: A solution of 10.00 g. (0.0359 mole) of 2-chloro-3,5-dinitrobiphenyl in 200 ml. of dioxane is hydrogenated at 3 atmospheres of hydrogen using Raney nickel Catalyst. The catalyst is removed by filtration and the filtrate is concentrated under reduced pressure. 110 ml. of benzene is added to the residue and this is removed by distillation. The resulting oil is used directly in the following reaction. As a reaction SMILES: [Cl:1][C:2]1[C:7]([N+:8]([O-])=O)=[CH:6][C:5]([N+:11]([O-])=O)=[CH:4][C:3]=1[C:14]1[CH:19]=[CH:18][CH:17]=[CH:16][CH:15]=1.[H][H]>[Ni].O1CCOCC1>[Cl:1][C:2]1[C:3]([C:14]2[CH:19]=[CH:18][CH:17]=[CH:16][CH:15]=2)=[CH:4][C:5]([NH2:11])=[CH:6][C:7]=1[NH2:8]. The reactants are ClC1=C(C=C(C=C1[N+](=O)[O-])[N+](=O)[O-])C1=CC=CC=C1 (2-chloro-3,5-dinitrobiphenyl), [H][H] (hydrogen). Reagents/catalysts: [Ni] (Raney nickel). The product is ClC1=C(C=C(C=C1C1=CC=CC=C1)N)N (4-Chloro-5-phenyl-m-phenylene diamine). The solvent is O1CCOCC1 (dioxane). The reactants are Cl (hydrochloride), C(N)(=N)C1=CC=C(C=C1)NCC1=NC2=C(N1C)C=CC(=C2)[C@](C)(C(=O)N2CCCC2)NCC(=O)O ((R)-2-(4-amidinophenylaminomethyl)-1-methyl-5-[1-(carboxymethylamino)-1-(pyrrolidinocarbonyl)-ethyl]-benzimidazole), solution, Cl (hydrogen chloride). Solvent: CO (methanol), C(C)(=O)OCC (ethyl acetate). Reaction conditions: temperature 20 celsius. Yields the product Cl.C(N)(=N)C1=CC=C(C=C1)NCC1=NC2=C(N1C)C=CC(=C2)[C@](C)(C(=O)N2CCCC2)NCC(=O)O ((R)-2-(4-amidinophenylaminomethyl)-1-methyl-5-[1-(carboxymethylamino)-1-(pyrrolidinocarbonyl)-ethyl]-benzimidazole-monohydrochloride). Reaction SMILES: [C:1]([C:4]1[CH:9]=[CH:8][C:7]([NH:10][CH2:11][C:12]2[N:16]([CH3:17])[C:15]3[CH:18]=[CH:19][C:20]([C@@:22]([NH:31][CH2:32][C:33]([OH:35])=[O:34])([C:24]([N:26]4[CH2:30][CH2:29][CH2:28][CH2:27]4)=[O:25])[CH3:23])=[CH:21][C:14]=3[N:13]=2)=[CH:6][CH:5]=1)(=[NH:3])[NH2:2].[ClH:36]>CO.C(OCC)(=O)C>[ClH:36].[C:1]([C:4]1[CH:5]=[CH:6][C:7]([NH:10][CH2:11][C:12]2[N:16]([CH3:17])[C:15]3[CH:18]=[CH:19][C:20]([C@@:22]([NH:31][CH2:32][C:33]([OH:35])=[O:34])([C:24]([N:26]4[CH2:30][CH2:29][CH2:28][CH2:27]4)=[O:25])[CH3:23])=[CH:21][C:14]=3[N:13]=2)=[CH:8][CH:9]=1)(=[NH:2])[NH2:3] |f:4.5|. Reported procedure: A suspension of 11 g (23 mmol) of (R)-2-(4-amidinophenylaminomethyl)-1-methyl-5-[1-(carboxymethylamino)-1-(pyrrolidinocarbonyl)-ethyl]-benzimidazole in 88 mL methanol is heated to 35° C. to 40° C. To this suspension are added 8.4 mL of a 2.75 molar solution of hydrogen chloride (23 mmol) in ethyl acetate. The starting material is dissolved and the hydrochloride begins to crystallise out. The suspension is cooled to 20° C. and suction filtered. The filter cake is dried in the vacuum drying cupboa...